describe an organic reaction: reactants, conditions, products, and yield From a dataset of the Open Reaction Database (ORD), a public repository of structured organic reaction records. The product is OCCCOC=1C(=CC=2C(CCC(C2C1)(C)C)(C)C)C=1C=C(C=CC1OC)C=CC(=O)O (3-{3-[3-(3-Hydroxypropyloxy)-5,5,8,8-tetramethyl-5,6,7,8-tetrahydro-2-naphthyl]-4-methoxyphenyl}acrylic Acid). Procedure: In a manner similar to that of Example 16(a), by reaction of 1.2 g (2.9 mmol) of ethyl 3-[3-(3-hydroxy-5,5,8,8-tetramethyl-5,6,7,8-tetrahydro-2-naphthyl]-4-methoxyphenyl]acrylate obtained in Example 13(f) with 490 mg (3.5 mmol) of 1-bromopropanol, 632 mg (47%) of the expected compound were obtained in the form of a yellow oil. RXN SMILES: [OH:1][C:2]1[C:3]([C:16]2[CH:17]=[C:18]([CH:24]=[CH:25][C:26]([O:28]CC)=[O:27])[CH:19]=[CH:20][C:21]=2[O:22][CH3:23])=[CH:4][C:5]2[C:6]([CH3:15])([CH3:14])[CH2:7][CH2:8][C:9]([CH3:13])([CH3:12])[C:10]=2[CH:11]=1.Br[CH:32]([OH:35])[CH2:33][CH3:34]>>[OH:35][CH2:32][CH2:33][CH2:34][O:1][C:2]1[C:3]([C:16]2[CH:17]=[C:18]([CH:24]=[CH:25][C:26]([OH:28])=[O:27])[CH:19]=[CH:20][C:21]=2[O:22][CH3:23])=[CH:4][C:5]2[C:6]([CH3:14])([CH3:15])[CH2:7][CH2:8][C:9]([CH3:12])([CH3:13])[C:10]=2[CH:11]=1. The yield is 49.7%. Starting materials: OC=1C(=CC=2C(CCC(C2C1)(C)C)(C)C)C=1C=C(C=CC1OC)C=CC(=O)OCC (ethyl 3-[3-(3-hydroxy-5,5,8,8-tetramethyl-5,6,7,8-tetrahydro-2-naphthyl]-4-methoxyphenyl]acrylate), BrC(CC)O (1-bromopropanol). Starting materials: C(C)C1=CC=C(C=C1)NC=C(C(=O)OCC)C(=O)[O-] (ethyl 4-ethylphenylaminomethylenepropanedioate). Solvent: C1(=CC=CC=C1)OC1=CC=CC=C1 (phenyl oxide). Reaction conditions: temperature 250 celsius. The product is OC1=C(C=NC2=CC=C(C=C12)CC)C(=O)OCC (ethyl 4-hydroxy-6-ethyl-3-quinoline-carboxylate). RXN SMILES: [CH2:1]([C:3]1[CH:8]=[CH:7][C:6]([NH:9][CH:10]=[C:11]([C:17]([O-:19])=O)[C:12]([O:14][CH2:15][CH3:16])=[O:13])=[CH:5][CH:4]=1)[CH3:2]>C1(OC2C=CC=CC=2)C=CC=CC=1>[OH:19][C:17]1[C:5]2[C:6](=[CH:7][CH:8]=[C:3]([CH2:1][CH3:2])[CH:4]=2)[N:9]=[CH:10][C:11]=1[C:12]([O:14][CH2:15][CH3:16])=[O:13]. Reported procedure: A mixture of the oil of Step A and 70 ml of phenyl oxide was stirred under an inert atmosphere and was then heated at 250° C. for one hour while distilling the formed ethanol. The mixture was cooled and 30 ml of acetone were added thereto. The mixture was vacuum filtered and the product was empasted with 30 ml of acetone and was dried and crystallized from ethanol to obtain 36 g of ethyl 4-hydroxy-6-ethyl-3-quinoline-carboxylate melting at >260° C. Starting materials: FC(C(=O)O)(F)F (Trifluoroacetic acid), C(C)(C)(C)C1=CC=C(C=C1)CC(C)(C)N1CC2=CC=C(C=C2CC1)S(=O)(=O)N(C1=CC=C(C=C1)F)CC1=C(C=C(C=C1)OC)OC (2-[1-(4-tert-butylphenyl)-2-methylpropan-2-yl]-N-(2,4-dimethoxybenzyl)-N-(4-fluorophenyl)-1,2,3,4-tetrahydroisoquinoline-6-sulfonamide), C(O)([O-])=O.[Na+] (sodium hydrogen carbonate). Solvent: C1(=CC=CC=C1)OC (anisole), C(Cl)(Cl)Cl (chloroform). Reaction conditions: time 2.5 hour. Product: C(C)(C)(C)C1=CC=C(C=C1)CC(C)(C)N1CC2=CC=C(C=C2CC1)S(=O)(=O)NC1=CC=C(C=C1)F (2-[1-(4-tert-Butylphenyl)-2-methylpropan-2-yl]-N-(4-fluorophenyl)-1,2,3,4-tetrahydroisoquinoline-6-sulfonamide). As a reaction SMILES: FC(F)(F)C(O)=O.[C:8]([C:12]1[CH:17]=[CH:16][C:15]([CH2:18][C:19]([N:22]2[CH2:31][CH2:30][C:29]3[C:24](=[CH:25][CH:26]=[C:27]([S:32]([N:35](CC4C=CC(OC)=CC=4OC)[C:36]4[CH:41]=[CH:40][C:39]([F:42])=[CH:38][CH:37]=4)(=[O:34])=[O:33])[CH:28]=3)[CH2:23]2)([CH3:21])[CH3:20])=[CH:14][CH:13]=1)([CH3:11])([CH3:10])[CH3:9].C(=O)([O-])O.[Na+]>C1(OC)C=CC=CC=1.C(Cl)(Cl)Cl>[C:8]([C:12]1[CH:13]=[CH:14][C:15]([CH2:18][C:19]([N:22]2[CH2:31][CH2:30][C:29]3[C:24](=[CH:25][CH:26]=[C:27]([S:32]([NH:35][C:36]4[CH:37]=[CH:38][C:39]([F:42])=[CH:40][CH:41]=4)(=[O:34])=[O:33])[CH:28]=3)[CH2:23]2)([CH3:21])[CH3:20])=[CH:16][CH:17]=1)([CH3:9])([CH3:10])[CH3:11] |f:2.3|. Reported procedure: Trifluoroacetic acid (0.2 mL) was added to a solution of 2-[1-(4-tert-butylphenyl)-2-methylpropan-2-yl]-N-(2,4-dimethoxybenzyl)-N-(4-fluorophenyl)-1,2,3,4-tetrahydroisoquinoline-6-sulfonamide obtained (22 mg) in a mixture of anisole (1 mL) and chloroform (1 mL) while cooling in ice, and the mixture was stirred for 2.5 hr while cooling in ice. Saturated aqueous sodium hydrogen carbonate solution was added to the reaction mixture while cooling in ice and the mixture was extracted with chloroform. ... Reactants: N1(CCC1)C1CCN(CC1)CC=1SC=2N=C(N=C(C2N1)N1CCOCC1)Cl (2-(4-azetidin-1-ylpiperidin-1-ylmethyl)-5-chloro-7-morpholin-4-ylthiazolo[5,4-d]pyrimidine), C1(CC1)N1CCNCC1 (1-cyclopropylpiperazine). Yields the product ClC=1N=C(C2=C(N1)SC(=N2)CN2CCN(CC2)C2CC2)N2CCOCC2 (5-Chloro-2-(4-cyclopropylpiperazin-1-ylmethyl)-7-morpholin-4-ylthiazolo[5,4-d]pyrimidine), solid. Yield: 56.0%. Reaction SMILES: N1(C2C[CH2:9][N:8]([CH2:11][C:12]3[S:13][C:14]4[N:15]=[C:16]([Cl:27])[N:17]=[C:18]([N:21]5[CH2:26][CH2:25][O:24][CH2:23][CH2:22]5)[C:19]=4[N:20]=3)CC2)CCC1.[CH:28]1([N:31]2[CH2:36]CN[CH2:33][CH2:32]2)[CH2:30][CH2:29]1>>[Cl:27][C:16]1[N:17]=[C:18]([N:21]2[CH2:26][CH2:25][O:24][CH2:23][CH2:22]2)[C:19]2[N:20]=[C:12]([CH2:11][N:8]3[CH2:33][CH2:32][N:31]([CH:28]4[CH2:30][CH2:29]4)[CH2:36][CH2:9]3)[S:13][C:14]=2[N:15]=1. Procedure: Prepared according to the method used in the preparation of 2-(4-azetidin-1-ylpiperidin-1-ylmethyl)-5-chloro-7-morpholin-4-ylthiazolo[5,4-d]pyrimidine using 1-cyclopropylpiperazine in place of 4-azetidin-1-ylpiperidine. The title compound was obtained as a white solid (117 mg, 56%). The reactants are C1(CCCCC1)N=C=NC1CCCCC1 (dicyclohexylcarbodimide), N1(CCCC1)C1=CC=NC=C1 (4-pyrrolidinopyridine), C(C1=CC=CC=C1)C1(CC(N)O)CC=C(C=C1)CC1=CC=CC=C1 (p-dibenzyl-aminophenethyl alcohol), C(C=C)(=O)O (acrylic acid), CC=1C=CC(=CC1)S(=O)(=O)O (p-toluene sulfonate). The solvent is C1(=CC=CC=C1)C (toluene), C1(=CC=CC=C1)C (toluene). Run at temperature 80 celsius. Yields the product C(C=C)(=O)OC(CC1(CC=C(C=C1)CC1=CC=CC=C1)CC1=CC=CC=C1)N (p-dibenzyl-aminophenethyl acrylate). RXN SMILES: [CH2:1]([C:8]1([CH:17]=[CH:16][C:15]([CH2:18][C:19]2[CH:24]=[CH:23][CH:22]=[CH:21][CH:20]=2)=[CH:14][CH2:13]1)[CH2:9][CH:10]([OH:12])[NH2:11])[C:2]1[CH:7]=[CH:6][CH:5]=[CH:4][CH:3]=1.[C:25](O)(=[O:28])[CH:26]=[CH2:27].CC1C=CC(S(O)(=O)=O)=CC=1.C1(N=C=NC2CCCCC2)CCCCC1.N1(C2C=CN=CC=2)CCCC1>C1(C)C=CC=CC=1>[C:25]([O:12][CH:10]([NH2:11])[CH2:9][C:8]1([CH2:1][C:2]2[CH:3]=[CH:4][CH:5]=[CH:6][CH:7]=2)[CH:13]=[CH:14][C:15]([CH2:18][C:19]2[CH:24]=[CH:23][CH:22]=[CH:21][CH:20]=2)=[CH:16][CH2:17]1)(=[O:28])[CH:26]=[CH2:27]. Procedure: In a three-aperture flask, 10.5 g (33 mmol) of p-dibenzyl-aminophenethyl alcohol, 9.51 g (132 mmol) of acrylic acid, 0.56 g (3.3 mmol) of p-toluene sulfonate, and 30 mL of dehydrated toluene were poured, and the mixture was heated at 80° C. under an argon atmosphere with stirring. To the reaction solution, 3.8 g (18.2 mmol) of dicyclohexylcarbodimide and 2.5 g (16.5 mmol) of 4-pyrrolidinopyridine were added, and the reaction solution was further heated with stirring for 5 hours. The reaction sol... Reactants: C(C)(=O)N1C2=C(N(C([C@H](C1)N)=O)CC1=CC=CC=C1)C=CC=C2 ((S)-5-acetyl-3-amino-1-benzyl-1,3,4,5-tetrahydro-benzo[b][1,4]diazepin-2-one), CC(C(=O)O)C(=O)NCC(C(F)(F)F)(F)F ((2RS)-methyl-N-(2,2,3,3,3-pentafluoro-propyl)-malonamic acid). Product: C(C)(=O)N1C2=C(N(C([C@H](C1)NC(C(C(=O)NCC(C(F)(F)F)(F)F)C)=O)=O)CC1=CC=CC=C1)C=CC=C2 (N-((S)-5-Acetyl-1-benzyl-2-oxo-2,3,4,5-tetrahydro-1H-benzo[b][1,4]diazepin-3-yl)-(2RS)-methyl-N′-(2,2,3,3,3-pentafluoro-propyl)-malonamide). As a reaction SMILES: [C:1]([N:4]1[CH2:10][C@H:9]([NH2:11])[C:8](=[O:12])[N:7]([CH2:13][C:14]2[CH:19]=[CH:18][CH:17]=[CH:16][CH:15]=2)[C:6]2[CH:20]=[CH:21][CH:22]=[CH:23][C:5]1=2)(=[O:3])[CH3:2].[CH3:24][CH:25]([C:29]([NH:31][CH2:32][C:33]([F:39])([F:38])[C:34]([F:37])([F:36])[F:35])=[O:30])[C:26](O)=[O:27]>>[C:1]([N:4]1[CH2:10][C@H:9]([NH:11][C:26](=[O:27])[CH:25]([CH3:24])[C:29]([NH:31][CH2:32][C:33]([F:38])([F:39])[C:34]([F:35])([F:36])[F:37])=[O:30])[C:8](=[O:12])[N:7]([CH2:13][C:14]2[CH:15]=[CH:16][CH:17]=[CH:18][CH:19]=2)[C:6]2[CH:20]=[CH:21][CH:22]=[CH:23][C:5]1=2)(=[O:3])[CH3:2]. Procedure details: In an analogous manner to that described in Example 20 d) and 27, the condensation of (S)-5-acetyl-3-amino-1-benzyl-1,3,4,5-tetrahydro-benzo[b][1,4]diazepin-2-one and (2RS)-methyl-N-(2,2,3,3,3-pentafluoro-propyl)-malonamic acid [see Example 25 b)] yielded the title compound as a white solid; MS: m/e=539 (M−H)−. The reactants are COC([C@H](CC1=C(C=C(C=C1)OCC=1N=C(SC1)C1=CC(=C(C=C1)F)Cl)C)OCC)=O ((2S)-3-{4-[2-(3-chloro-4-fluoro-phenyl)-thiazol-4-ylmethoxy]-2-methyl-phenyl}-2-ethoxy-propionic acid methyl ester), [Li+].[OH-] (LiOH). Product: ClC=1C=C(C=CC1F)C=1SC=C(N1)COC1=CC(=C(C=C1)C[C@@H](C(=O)O)OCC)C ((2S)-3-{4-[2-(3-chloro-4-fluoro-phenyl)-thiazol-4-ylmethoxy]-2-methyl-phenyl}-2-ethoxy-propionic acid). As a reaction SMILES: C[O:2][C:3](=[O:31])[C@@H:4]([O:28][CH2:29][CH3:30])[CH2:5][C:6]1[CH:11]=[CH:10][C:9]([O:12][CH2:13][C:14]2[N:15]=[C:16]([C:19]3[CH:24]=[CH:23][C:22]([F:25])=[C:21]([Cl:26])[CH:20]=3)[S:17][CH:18]=2)=[CH:8][C:7]=1[CH3:27].[Li+].[OH-]>>[Cl:26][C:21]1[CH:20]=[C:19]([C:16]2[S:17][CH:18]=[C:14]([CH2:13][O:12][C:9]3[CH:10]=[CH:11][C:6]([CH2:5][C@H:4]([O:28][CH2:29][CH3:30])[C:3]([OH:31])=[O:2])=[C:7]([CH3:27])[CH:8]=3)[N:15]=2)[CH:24]=[CH:23][C:22]=1[F:25] |f:1.2|. Procedure details: In analogy to the procedure described in example 10 d], (2S)-3-{4-[2-(3-chloro-4-fluoro-phenyl)-thiazol-4-ylmethoxy]-2-methyl-phenyl}-2-ethoxy-propionic acid methyl ester was treated with LiOH to obtain (2S)-3-{4-[2-(3-chloro-4-fluoro-phenyl)-thiazol-4-ylmethoxy]-2-methyl-phenyl}-2-ethoxy-propionic acid as colorless solid. Starting materials: COC=1C=CC2=C(C=3C=C(COC3C=C2)C(=O)O)C1 (9-Methoxy-3H-benzo[f]chromene-2-carboxylic acid). Reagents/catalysts: [Pd] (palladium-on-carbon). Solvent: C(C)O.CN(C=O)C (ethanol dimethylformamide). Reaction conditions: time 4 hour. Yields the product COC=1C=CC2=C(C=3CC(COC3C=C2)C(=O)O)C1 (9-Methoxy-2,3-dihydro-1H-benzo[f]chromene-2-carboxylic acid). Reaction SMILES: [CH3:1][O:2][C:3]1[CH:4]=[CH:5][C:6]2[CH:15]=[CH:14][C:13]3[O:12][CH2:11][C:10]([C:16]([OH:18])=[O:17])=[CH:9][C:8]=3[C:7]=2[CH:19]=1>C(O)C.CN(C)C=O.[Pd]>[CH3:1][O:2][C:3]1[CH:4]=[CH:5][C:6]2[CH:15]=[CH:14][C:13]3[O:12][CH2:11][CH:10]([C:16]([OH:18])=[O:17])[CH2:9][C:8]=3[C:7]=2[CH:19]=1 |f:1.2|. Reported procedure: The unsaturated acid obtained in Step A (750 mg:2.9 mmol) is solubilised in a mixture of ethanol/dimethylformamide (20 ml:3 ml) in the reactor of a Parr apparatus. After addition of the catalyst, 10% palladium-on-carbon (75 mg; 10% by weight), the whole is stirred at ambient temperature at a pressure of 45 psi for 4 hours. The solvents are removed; the residual oil is then precipitated and washed with diethyl ether. The product is COC(=O)CSc1cccs1. The reactants are COC(=O)CBr, O=C([O-])[O-], [Cs+], [Cs+], CN(C)C=O, O, Sc1cccs1. RXN SMILES: [Br:13][CH2:14][C:15](=[O:16])[O:17][CH3:18].[C:7](=[O:8])([O-:9])[O-:10].[Cs+:11].[Cs+:12].[O:20]=[CH:21][N:22]([CH3:23])[CH3:24].[OH2:19].[s:1]1[c:2]([SH:6])[cH:3][cH:4][cH:5]1>>[s:1]1[c:2]([S:6][CH2:14][C:15](=[O:16])[O:17][CH3:18])[cH:3][cH:4][cH:5]1.